Dataset: the Open Reaction Database (ORD), a public repository of structured organic reaction records. Task: describe an organic reaction: reactants, conditions, products, and yield The reactants are C(C)C1=CC=C(C=C1)N1C=NC=C1C(=O)OCC (ethyl 1-(4-ethylphenyl)-1H-imidazole-5-carboxylate), [H-].[Al+3].[Li+].[H-].[H-].[H-] (lithium aluminum hydride), C(=O)([O-])C(O)C(O)C(=O)[O-].[K+].[K+] (potassium tartrate). Run in O1CCCC1 (tetrahydrofuran). Conditions: temperature -78 celsius, time 0.5 hour. Product: C(C)C1=CC=C(C=C1)N1C=NC=C1CO ([1-(4-ethylphenyl)-1H-imidazol-5-yl]methanol). Reaction SMILES: [CH2:1]([C:3]1[CH:8]=[CH:7][C:6]([N:9]2[C:13]([C:14](OCC)=[O:15])=[CH:12][N:11]=[CH:10]2)=[CH:5][CH:4]=1)[CH3:2].[H-].[Al+3].[Li+].[H-].[H-].[H-].C(C(C(C([O-])=O)O)O)([O-])=O.[K+].[K+]>O1CCCC1>[CH2:1]([C:3]1[CH:4]=[CH:5][C:6]([N:9]2[C:13]([CH2:14][OH:15])=[CH:12][N:11]=[CH:10]2)=[CH:7][CH:8]=1)[CH3:2] |f:1.2.3.4.5.6,7.8.9|. Procedure details: To a −78° C. solution of ethyl 1-(4-ethylphenyl)-1H-imidazole-5-carboxylate (C17) (6.5 g, 27 mmol) in tetrahydrofuran (45 mL) was added lithium aluminum hydride (1 M solution in tetrahydrofuran, 27 mL, 27 mmol), and the reaction mixture was stirred at −78° C. for 0.5 hours, then warmed to room temperature and stirred for an additional 2 hours. Saturated aqueous potassium tartrate solution was added to quench the reaction. The aqueous layer was extracted with ethyl acetate (10 mL), and the combin... The reactants are N(=[N+]=[N-])CCC=1N=C(OC1C)C1=CC=C(C=C1)OCC1=CC=CC=C1 (4-(2-azido-ethyl)-2-(4-benzyloxy-phenyl)-5-methyl-oxazole), O (water), C1(=CC=CC=C1)P(C1=CC=CC=C1)C1=CC=CC=C1 (triphenylphosphine). Run in C1CCOC1 (THF). The product is C(C1=CC=CC=C1)OC1=CC=C(C=C1)C=1OC(=C(N1)CCN)C (2-[2-(4-benzyloxy-phenyl)-5-methyl-oxazol-4-yl]-ethylamine). Isolated yield 62.4%. RXN SMILES: [N:1]([CH2:4][CH2:5][C:6]1[N:7]=[C:8]([C:12]2[CH:17]=[CH:16][C:15]([O:18][CH2:19][C:20]3[CH:25]=[CH:24][CH:23]=[CH:22][CH:21]=3)=[CH:14][CH:13]=2)[O:9][C:10]=1[CH3:11])=[N+]=[N-].O.C1(P(C2C=CC=CC=2)C2C=CC=CC=2)C=CC=CC=1>C1COCC1>[CH2:19]([O:18][C:15]1[CH:16]=[CH:17][C:12]([C:8]2[O:9][C:10]([CH3:11])=[C:6]([CH2:5][CH2:4][NH2:1])[N:7]=2)=[CH:13][CH:14]=1)[C:20]1[CH:25]=[CH:24][CH:23]=[CH:22][CH:21]=1. Procedure: To a solution of 4-(2-azido-ethyl)-2-(4-benzyloxy-phenyl)-5-methyl-oxazole (660 mg) in THF (10 ml) were added water (0.3 ml) and triphenylphosphine (570 mg). The reaction mixture was stirred over night at RT. Then the solvent was removed and the residue was purified by chromatography (CH2Cl2/MeOH 4:1) yielding 2-[2-(4-benzyloxy-phenyl)-5-methyl-oxazol-4-yl]-ethylamine (380 mg) as a white solid. Starting materials: C[Al](C)C, Cc1ccccc1, CCOC(C)=O, Cc1ccc(N)nc1, O=C1OCCC1Oc1ncnc2c1cnn2-c1ncccc1Cl, O, O=C(O)CC(O)(CC(=O)O)C(=O)O. Product: Cc1ccc(NC(=O)C(CCO)Oc2ncnc3c2cnn3-c2ncccc2Cl)nc1. RXN SMILES: [CH3:1][Al:2]([CH3:3])[CH3:4].[CH3:49][c:50]1[cH:51][cH:52][cH:53][cH:54][cH:55]1.[CH3:57][CH2:58][O:59][C:60](=[O:61])[CH3:62].[CH3:5][c:6]1[cH:7][cH:8][c:9]([NH2:12])[n:10][cH:11]1.[Cl:13][c:14]1[c:15](-[n:20]2[n:21][cH:22][c:23]3[c:24]2[n:25][cH:26][n:27][c:28]3[O:29][CH:30]2[C:31](=[O:35])[O:32][CH2:33][CH2:34]2)[n:16][cH:17][cH:18][cH:19]1.[OH2:56].[OH:36][C:37]([CH2:38][C:39]([C:40](=[O:41])[OH:42])([CH2:43][C:44](=[O:45])[OH:46])[OH:47])=[O:48]>>[CH3:5][c:6]1[cH:7][cH:8][c:9]([NH:12][C:31]([CH:30]([O:29][c:28]2[c:23]3[cH:22][n:21][n:20](-[c:15]4[c:14]([Cl:13])[cH:19][cH:18][cH:17][n:16]4)[c:24]3[n:25][cH:26][n:27]2)[CH2:34][CH2:33][OH:32])=[O:35])[n:10][cH:11]1. Starting materials: Example 2 ( B ), N-t-butoxycarbonyl-D-serine N-hydroxy succinimide ester, Example 2 ( A ), Cl.COC([C@@H](NC([C@@H](NC([C@H](N)C)=O)CC(O)=O)=O)CC1=CC=CC=C1)=O (D-Alanyl-α-L-aspartyl-L-phenylalanine methyl ester hydrochloride), COC([C@@H](NC([C@@H](NC([C@H](N)CO)=O)CC(O)=O)=O)CC1=CC=CC=C1)=O (D-seryl-α-L-aspartyl-L-phenylalanine methyl ester), COC([C@@H](NC([C@@H](N)CC(O)=O)=O)CC1=CC=CC=C1)=O (α-L-aspartyl-L-phenylalanine methyl ester). Product: Cl.COC([C@@H](NC([C@@H](NC([C@H](N)CO)=O)CC(O)=O)=O)CC1=CC=CC=C1)=O (D-Seryl-α-L-aspartyl-L-phenylalanine methyl ester hydrochloride). RXN SMILES: [ClH:1].COC(=O)[C@H](CC1C=CC=CC=1)NC(=O)[C@H](CC(=O)O)NC(=O)[C@@H](C)N.[CH3:28][O:29][C:30](=[O:54])[C@H:31]([CH2:47][C:48]1[CH:53]=[CH:52][CH:51]=[CH:50][CH:49]=1)[NH:32][C:33](=[O:46])[C@H:34]([CH2:42][C:43](=[O:45])[OH:44])[NH:35][C:36](=[O:41])[C@@H:37]([CH2:39][OH:40])[NH2:38].COC(=O)[C@H](CC1C=CC=CC=1)NC(=O)[C@H](CC(=O)O)N>>[ClH:1].[CH3:28][O:29][C:30](=[O:54])[C@H:31]([CH2:47][C:48]1[CH:53]=[CH:52][CH:51]=[CH:50][CH:49]=1)[NH:32][C:33](=[O:46])[C@H:34]([CH2:42][C:43](=[O:44])[OH:45])[NH:35][C:36](=[O:41])[C@@H:37]([CH2:39][OH:40])[NH2:38] |f:0.1,4.5|. Procedure: In a manner similar to Example 2 (B) and (C), 2.3 g of D-seryl-α-L-aspartyl-L-phenylalanine methyl ester was obtained from 2.4 g of N-t-butoxycarbonyl-D-serine N-hydroxy succinimide ester prepared in a manner similar to Example 2 (A) and 3.0 g of α-L-aspartyl-L-phenylalanine methyl ester. Reactants: FC(F)(F)c1cc(Br)c(Br)c(C(F)(F)F)c1, FC(F)(F)c1cc(Br)cc(C(F)(F)F)c1Br, FC(F)(F)c1cccc(C(F)(F)F)c1, FC(F)(F)c1cccc(C(F)(F)F)c1Br. Yields the product FC(F)(F)c1cc(Br)cc(C(F)(F)F)c1. Reaction SMILES: [Br:30][c:31]1[c:32]([Br:45])[c:33]([C:41]([F:42])([F:43])[F:44])[cH:34][c:35]([C:37]([F:38])([F:39])[F:40])[cH:36]1.[Br:46][c:47]1[cH:48][c:49]([C:50]([F:51])([F:52])[F:53])[c:54]([Br:55])[c:56]([C:57]([F:58])([F:59])[F:60])[cH:61]1.[F:16][C:17]([F:18])([F:19])[c:20]1[cH:21][cH:22][cH:23][c:24]([C:25]([F:26])([F:27])[F:28])[cH:29]1.[F:1][C:2]([F:3])([F:4])[c:5]1[cH:6][cH:7][cH:8][c:9]([C:10]([F:11])([F:12])[F:13])[c:14]1[Br:15]>>[Br:30][c:31]1[cH:32][c:33]([C:41]([F:42])([F:43])[F:44])[cH:34][c:35]([C:37]([F:38])([F:39])[F:40])[cH:36]1. Reactants: [H-].[Na+] (NaH), CN1N=C2N(C(N(C(C2=C1C)=O)C)=O)C (2,3,5,7-Tetramethyl-2H-pyrazolo[3,4-d]pyrimidine-4,6(5H,7H)-dione), BrCC(=O)NC=1SC=C(N1)C1=CC(=C(C=C1)OCC(C)(C)C)Cl (2-bromo-N-{4-[3-chloro-4-(2,2-dimethylpropoxy)phenyl]-1,3-thiazol-2-yl}acetamide). Solvent: CN(C)C=O (DMF). Yields the product ClC=1C=C(C=CC1OCC(C)(C)C)C=1N=C(SC1)NC(CN1C(=CC=2N(C(N(C(C21)=O)C)=O)C)C)=O (N-{4-[3-Chloro-4-(2,2-dimethylprop oxy)phenyl]-1,3-thiazol-2-yl}-2-(1,3,6-trimethyl-2,4-dioxo-1,2,3,4-tetrahydro-5H-pyrrolo[3,2-d]pyrimidin-5-yl)acetamide), product. As a reaction SMILES: CN1C(C)=[C:9]2[C:4]([N:5]([CH3:15])[C:6](=[O:14])[N:7]([CH3:13])[C:8]2=[O:12])=N1.Br[CH2:17][C:18]([NH:20][C:21]1[S:22][CH:23]=[C:24]([C:26]2[CH:31]=[CH:30][C:29]([O:32][CH2:33][C:34]([CH3:37])([CH3:36])[CH3:35])=[C:28]([Cl:38])[CH:27]=2)[N:25]=1)=[O:19].[H-].[Na+]>CN(C=O)C>[Cl:38][C:28]1[CH:27]=[C:26]([C:24]2[N:25]=[C:21]([NH:20][C:18](=[O:19])[CH2:17][N:25]3[C:9]4[C:8](=[O:12])[N:7]([CH3:13])[C:6](=[O:14])[N:5]([CH3:15])[C:4]=4[CH:23]=[C:24]3[CH3:26])[S:22][CH:23]=2)[CH:31]=[CH:30][C:29]=1[O:32][CH2:33][C:34]([CH3:37])([CH3:36])[CH3:35] |f:2.3|. Reported procedure: The title compound was prepared according to the general procedure (Method A) by coupling Intermediate 2 (50 mg, 0.258 mmol) with 2-bromo-N-{4-[3-chloro-4-(2,2-dimethylpropoxy)phenyl]-1,3-thiazol-2-yl}acetamide (129 mg, 0.308 mmol) in the presence of NaH (15 mg, 0.375 mmol) in dry DMF (5.0 mL) to give 85 mg of the product as a white solid; 1H-NMR (δ ppm, DMSO-d6, 300 MHz): 1.04 (s, 9H), 2.27 (s, 3H), 3.17 (s, 3H), 3.36 (s, 3H), 3.76 (s, 2H), 5.32 (s, 2H), 6.07 (s, 1H), 7.19 (d, J=8.7 Hz, 1H), 7....